This data is from the Open Reaction Database (ORD), a public repository of structured organic reaction records. The task is: describe an organic reaction: reactants, conditions, products, and yield Reactants: CCOC(C)=O, O=c1cc(C(F)(F)F)[nH]c(=O)n1-c1cc(OCc2ccccc2)c(Cl)cc1F, [H][H]. Product: O=c1cc(C(F)(F)F)[nH]c(=O)n1-c1cc(O)c(Cl)cc1F. As a reaction SMILES: [CH3:31][CH2:32][O:33][C:34](=[O:35])[CH3:36].[Cl:1][c:2]1[cH:3][c:4]([F:28])[c:5](-[n:16]2[c:17](=[O:27])[nH:18][c:19]([C:23]([F:24])([F:25])[F:26])[cH:20][c:21]2=[O:22])[cH:6][c:7]1[O:8][CH2:9][c:10]1[cH:11][cH:12][cH:13][cH:14][cH:15]1.[H:29][H:30]>>[Cl:1][c:2]1[cH:3][c:4]([F:28])[c:5](-[n:16]2[c:17](=[O:27])[nH:18][c:19]([C:23]([F:24])([F:25])[F:26])[cH:20][c:21]2=[O:22])[cH:6][c:7]1[OH:8]. Reactants: CC(=O)OC(C)=O, O, CC(C)C1=CC(=O)C2=C(CCC3C(C)(CO)C(=O)CCC23C)C1=O, c1ccncc1. Yields the product CC(=O)OCC1(C)C(=O)CCC2(C)C3=C(CCC12)C(=O)C(C(C)C)=CC3=O. As a reaction SMILES: [CH3:25][C:26](=[O:27])[O:28][C:29](=[O:30])[CH3:31].[OH2:38].[OH:1][CH2:2][C:3]1([CH3:24])[C:4](=[O:23])[CH2:5][CH2:6][C:7]2([CH3:22])[C:8]3=[C:13]([C:12](=[O:17])[C:11]([CH:18]([CH3:19])[CH3:20])=[CH:10][C:9]3=[O:21])[CH2:14][CH2:15][CH:16]12.[cH:32]1[cH:33][cH:34][n:35][cH:36][cH:37]1>>[O:1]([CH2:2][C:3]1([CH3:24])[C:4](=[O:23])[CH2:5][CH2:6][C:7]2([CH3:22])[C:8]3=[C:13]([C:12](=[O:17])[C:11]([CH:18]([CH3:19])[CH3:20])=[CH:10][C:9]3=[O:21])[CH2:14][CH2:15][CH:16]12)[C:26]([CH3:25])=[O:27].